describe an organic reaction: reactants, conditions, products, and yield From a dataset of the Open Reaction Database (ORD), a public repository of structured organic reaction records. Starting materials: O=C([O-])O, O=C(Cl)C1CC1, CC(C)(C#N)c1cccc(C(=O)Nc2cccc(Nc3ncc4nc(N)sc4n3)c2)c1, [Na+], c1ccncc1. Yields the product CC(C)(C#N)c1cccc(C(=O)Nc2cccc(Nc3ncc4nc(NC(=O)C5CC5)sc4n3)c2)c1. As a reaction SMILES: [C:38](=[O:39])([O-:40])[OH:41].[CH:32]1([C:35](=[O:36])[Cl:37])[CH2:33][CH2:34]1.[NH2:1][c:2]1[s:3][c:4]2[n:5][c:6]([NH:11][c:12]3[cH:13][c:14]([NH:18][C:19]([c:20]4[cH:21][c:22]([C:26]([CH3:27])([CH3:28])[C:29]#[N:30])[cH:23][cH:24][cH:25]4)=[O:31])[cH:15][cH:16][cH:17]3)[n:7][cH:8][c:9]2[n:10]1.[Na+:42].[cH:43]1[cH:44][cH:45][n:46][cH:47][cH:48]1>>[NH:1]([c:2]1[s:3][c:4]2[n:5][c:6]([NH:11][c:12]3[cH:13][c:14]([NH:18][C:19]([c:20]4[cH:21][c:22]([C:26]([CH3:27])([CH3:28])[C:29]#[N:30])[cH:23][cH:24][cH:25]4)=[O:31])[cH:15][cH:16][cH:17]3)[n:7][cH:8][c:9]2[n:10]1)[C:35]([CH:32]1[CH2:33][CH2:34]1)=[O:36]. Reactants: ice water, O1C(=CC=C1)C=1OC(=C(N1)COC1=C(C=C(COC2=NN(C(=C2)C=O)C2=CC=CC=C2)C=C1)OC)C (3-[(4-{[2-(2-furyl)-5-methyl-1,3-oxazol-4-yl]methoxy}-3-methoxybenzyl)oxy]-1-phenyl-1H-pyrazole-5-carbaldehyde), C(C)OP(=O)(OCC)CC(=O)OCC (ethyl diethylphosphonoacetate), [H-].[Na+] (sodium hydride). Run in CN(C=O)C (N,N-dimethylformamide). Reaction conditions: time 15 hour. The product is O1C(=CC=C1)C=1OC(=C(N1)COC1=C(C=C(COC2=NN(C(=C2)/C=C/C(=O)OCC)C2=CC=CC=C2)C=C1)OC)C (ethyl (2E)-3-{3-[(4-{[2-(2-furyl)-5-methyl-1,3-oxazol-4-yl]methoxy}-3-methoxybenzyl)oxy]-1-phenyl-1H-pyrazol-5-yl}-2-propenoate). The yield is 76.0%. Reaction SMILES: [O:1]1[CH:5]=[CH:4][CH:3]=[C:2]1[C:6]1[O:7][C:8]([CH3:36])=[C:9]([CH2:11][O:12][C:13]2[CH:33]=[CH:32][C:16]([CH2:17][O:18][C:19]3[CH:23]=[C:22]([CH:24]=O)[N:21]([C:26]4[CH:31]=[CH:30][CH:29]=[CH:28][CH:27]=4)[N:20]=3)=[CH:15][C:14]=2[O:34][CH3:35])[N:10]=1.C(OP([CH2:45][C:46]([O:48][CH2:49][CH3:50])=[O:47])(OCC)=O)C.[H-].[Na+]>CN(C)C=O>[O:1]1[CH:5]=[CH:4][CH:3]=[C:2]1[C:6]1[O:7][C:8]([CH3:36])=[C:9]([CH2:11][O:12][C:13]2[CH:33]=[CH:32][C:16]([CH2:17][O:18][C:19]3[CH:23]=[C:22](/[CH:24]=[CH:45]/[C:46]([O:48][CH2:49][CH3:50])=[O:47])[N:21]([C:26]4[CH:27]=[CH:28][CH:29]=[CH:30][CH:31]=4)[N:20]=3)=[CH:15][C:14]=2[O:34][CH3:35])[N:10]=1 |f:2.3|. Procedure details: To a mixture of 3-[(4-{[2-(2-furyl)-5-methyl-1,3-oxazol-4-yl]methoxy}-3-methoxybenzyl)oxy]-1-phenyl-1H-pyrazole-5-carbaldehyde (1.0 g), ethyl diethylphosphonoacetate (0.52 g) and N,N-dimethylformamide (30 mL) was added sodium hydride (60% in oil, 0.10 g) under ice-cooling, and the mixture was stirred at room temperature for 15 hrs. The reaction mixture was poured into ice water, and the mixture was extracted with ethyl acetate. The organic layer was washed with saturated brine, dried over anhydr... Starting materials: BrCc1ccccc1, O=C([O-])[O-], CCCC[N+](CCCC)(CCCC)CCCC, CN(C)C=O, [Cs+], [Cs+], O=[N+]([O-])c1ccc(O)cc1F, [I-], O. As a reaction SMILES: [Br:18][CH2:19][c:20]1[cH:21][cH:22][cH:23][cH:24][cH:25]1.[C:12](=[O:13])([O-:14])[O-:15].[CH2:27]([N+:28]([CH2:29][CH2:30][CH2:31][CH3:32])([CH2:33][CH2:34][CH2:35][CH3:36])[CH2:37][CH2:38][CH2:39][CH3:40])[CH2:41][CH2:42][CH3:43].[CH3:44][N:45]([CH3:46])[CH:47]=[O:48].[Cs+:16].[Cs+:17].[F:1][c:2]1[c:3]([N+:9](=[O:10])[O-:11])[cH:4][cH:5][c:6]([OH:8])[cH:7]1.[I-:26].[OH2:49]>>[F:1][c:2]1[c:3]([N+:9](=[O:10])[O-:11])[cH:4][cH:5][c:6]([O:8][CH2:19][c:20]2[cH:21][cH:22][cH:23][cH:24][cH:25]2)[cH:7]1. The product is O=[N+]([O-])c1ccc(OCc2ccccc2)cc1F. Reactants: COC=1C=C(CN=C=S)C=CC1 (3-methoxybenzyl isothiocyanate), COC=1C=C(CN)C=CC1 (3-methoxybenzyl amine), COC=1C=C(CNC(=S)N)C=CC1 (3-methoxybenzyl thiourea). Solvent: C(C)O (ethanol). Run at temperature 40 celsius. Product: COC=1C=C(CNC(=S)NCC2=CC(=CC=C2)OC)C=CC1 (1,3-Di(3-Methoxybenzyl)Thiourea). RXN SMILES: [CH3:1][O:2][C:3]1[CH:4]=[C:5]([CH:10]=[CH:11][CH:12]=1)[CH2:6][N:7]=[C:8]=[S:9].[CH3:13][O:14][C:15]1[CH:16]=[C:17]([CH:20]=[CH:21][CH:22]=1)[CH2:18][NH2:19].COC1C=C(C=CC=1)CNC(N)=S>C(O)C>[CH3:1][O:2][C:3]1[CH:4]=[C:5]([CH:10]=[CH:11][CH:12]=1)[CH2:6][NH:7][C:8]([NH:19][CH2:18][C:17]1[CH:20]=[CH:21][CH:22]=[C:15]([O:14][CH3:13])[CH:16]=1)=[S:9]. Procedure details: The reaction of 3-methoxybenzyl isothiocyanate with 3-methoxybenzyl amine in ethanol was repeated doubling the reaction volume and reactants and heating for 2 h at 40° C. Crystallization at −10° C., followed by evaporation of the supernatant to 20 ml and a second crystallization gave 98.4% of the theoretical yield for the two crystallizations combined. Calculated elemental analysis of 3-methoxybenzyl thiourea: C, 64.53; H, 6.37; N, 8.85; S, 10.13. Found: C, 64.30; H, 6.46; N, 8.85; S, 10.09.